Dataset: the Open Reaction Database (ORD), a public repository of structured organic reaction records. Task: describe an organic reaction: reactants, conditions, products, and yield Starting materials: ClC1=CC=C(C=C1)C1=NOC(=C1)C(F)(F)F (3-(4-chloro-phenyl)-5-trifluoromethyl-isoxazole), C1(=CC=CC=C1)C1=NOC(=C1C=1N=CN(C1)C1=CC=CC=C1)C(F)(F)F (3-phenyl-4-(1-phenyl-1H-imidazol-4-yl)-5-trifluoromethyl-isoxazole). Product: ClC1=CC=C(C=C1)C1=NOC(=C1C(C)=O)C(F)(F)F (1-[3-(4-Chloro-phenyl)-5-trifluoromethyl-isoxazol-4-yl]-ethanone). The yield is 60.0%. As a reaction SMILES: [Cl:1][C:2]1[CH:7]=[CH:6][C:5]([C:8]2[CH:12]=[C:11]([C:13]([F:16])([F:15])[F:14])[O:10][N:9]=2)=[CH:4][CH:3]=1.C1(C2[C:27](C3N=CN(C4C=CC=CC=4)C=3)=[C:26](C(F)(F)F)[O:25]N=2)C=CC=CC=1>>[Cl:1][C:2]1[CH:3]=[CH:4][C:5]([C:8]2[C:12]([C:26](=[O:25])[CH3:27])=[C:11]([C:13]([F:14])([F:16])[F:15])[O:10][N:9]=2)=[CH:6][CH:7]=1. Procedure details: As described for Example 1e, 3-(4-chloro-phenyl)-5-trifluoromethyl-isoxazole (36 g, 145.4 mmol), instead of 3-phenyl-4-(1-phenyl-1H-imidazol-4-yl)-5-trifluoromethyl-isoxazole, was converted to the title compound (25.2 g, 60%) which was obtained as a light orange oil. MS: m/e=287.9 [M−H]−.